This data is from the Open Reaction Database (ORD), a public repository of structured organic reaction records. The task is: describe an organic reaction: reactants, conditions, products, and yield Reactants: F[B-](F)(F)F, Brc1cccc2[nH]ncc12, C[O+](C)C, CCOC(C)=O. Product: Cn1cc2c(Br)cccc2n1. As a reaction SMILES: [B-:11]([F:12])([F:13])([F:14])[F:15].[Br:1][c:2]1[c:3]2[cH:4][n:5][nH:6][c:7]2[cH:8][cH:9][cH:10]1.[CH3:16][O+:17]([CH3:18])[CH3:19].[CH3:20][CH2:21][O:22][C:23](=[O:24])[CH3:25]>>[Br:1][c:2]1[c:3]2[cH:4][n:5]([CH3:16])[n:6][c:7]2[cH:8][cH:9][cH:10]1. Reactants: ice water, CN1N=CC=C1C1=CC=2N(C=C1)C(=CN2)C(=O)OC (methyl 7-(1-methyl-1H-pyrazol-5-yl)imidazo[1,2-a]pyridine-3-carboxylate), crude product, CC1=NN(C=2C=CC=C(C12)N)CC1=NC(=CC=C1)C (3-methyl-1-((6-methylpyridin-2-yl)methyl)-1H-indazol-4-amine), C[Si](C)(C)[N-][Si](C)(C)C.[Li+] (lithium bis(trimethylsilyl)amide). Run in C1CCOC1 (THF), CO.C(Cl)Cl (MeOH DCM), C1CCOC1 (THF). Reaction conditions: time 10 minute. Yields the product CC1=NN(C2=CC=CC(=C12)NC(=O)C1=CN=C2N1C=CC(=C2)C2=CC=NN2C)CC2=NC(=CC=C2)C (N-(3-methyl-1-((6-methylpyridin-2-yl)methyl)-1H-indazol-4-yl)-7-(1-methyl-1H-pyrazol-5-yl)imidazo[1,2-a]pyridine-3-carboxamide). Reaction SMILES: [CH3:1][C:2]1[C:10]2[C:9]([NH2:11])=[CH:8][CH:7]=[CH:6][C:5]=2[N:4]([CH2:12][C:13]2[CH:18]=[CH:17][CH:16]=[C:15]([CH3:19])[N:14]=2)[N:3]=1.C[Si]([N-][Si](C)(C)C)(C)C.[Li+].[CH3:30][N:31]1[C:35]([C:36]2[CH:41]=[CH:40][N:39]3[C:42]([C:45](OC)=[O:46])=[CH:43][N:44]=[C:38]3[CH:37]=2)=[CH:34][CH:33]=[N:32]1>C1COCC1.CO.C(Cl)Cl>[CH3:1][C:2]1[C:10]2[C:5](=[CH:6][CH:7]=[CH:8][C:9]=2[NH:11][C:45]([C:42]2[N:39]3[CH:40]=[CH:41][C:36]([C:35]4[N:31]([CH3:30])[N:32]=[CH:33][CH:34]=4)=[CH:37][C:38]3=[N:44][CH:43]=2)=[O:46])[N:4]([CH2:12][C:13]2[CH:18]=[CH:17][CH:16]=[C:15]([CH3:19])[N:14]=2)[N:3]=1 |f:1.2,5.6|. Procedure: To a solution of 3-methyl-1-((6-methylpyridin-2-yl)methyl)-1H-indazol-4-amine (46.7 mg, 0.185 mmol) in anhydrous THF (2 ml) was added under a nitrogen atmosphere at ambient temperature lithium bis(trimethylsilyl)amide (1.0 M in THF, 0.38 mL). The resulting mixture was stirred at ambient temperature for 10 minutes, then added dropwise to a chilled (ice-water bath) solution of methyl 7-(1-methyl-1H-pyrazol-5-yl)imidazo[1,2-a]pyridine-3-carboxylate (47.4 mg, 0.185 mmol) in anhydrous THF (2 mL). The... The reactants are COC(=O)c1ccccc1OC, C1N2CN3CN1CN(C2)C3, O=C(O)C(F)(F)F. Yields the product COC(=O)c1cc(C=O)ccc1OC. RXN SMILES: [C:1]([c:2]1[c:3]([O:8][CH3:9])[cH:4][cH:5][cH:6][cH:7]1)(=[O:10])[O:11][CH3:12].[CH2:13]1[N:14]2[CH2:15][N:16]3[CH2:17][N:18]([CH2:19]2)[CH2:20][N:21]1[CH2:22]3.[OH:23][C:24]([C:25]([F:26])([F:27])[F:28])=[O:29]>>[C:1]([c:2]1[c:3]([O:8][CH3:9])[cH:4][cH:5][c:6]([CH:24]=[O:23])[cH:7]1)(=[O:10])[O:11][CH3:12].